From a dataset of the Open Reaction Database (ORD), a public repository of structured organic reaction records. describe an organic reaction: reactants, conditions, products, and yield Reactants: C(C)(C)(C)OC(=O)N1CCC(CC1)(O)C(C(=O)N1CCN(CC1)CCCCC1=CC=CC2=CC=CC=C12)C1=CC=C(C=C1)F (1-t-Butoxycarbonyl-4-{1-(4-fluorophenyl)-2-[4-(naphthalen-1-yl-butyl)piperazin-1-yl]-2-oxoethyl}-4-hydroxypiperidine), Cl.O1CCOCC1 (hydrogen chloride 1,4-dioxane). Solvent: CO (methanol). Run at time 2 hour. The product is FC1=CC=C(C=C1)C(C(=O)N1CCN(CC1)CCCCC1=CC=CC2=CC=CC=C12)C1(CCN(CC1)C)O (4-{1-(4-fluorophenyl)-2-[4-(naphthalen-1-yl-butyl)piperazin-1-yl]-2-oxoethyl}-1-methylpiperidin-4-ol). The yield is 49.3%. Reaction SMILES: C(O[C:6]([N:8]1[CH2:13][CH2:12][C:11]([CH:15]([C:38]2[CH:43]=[CH:42][C:41]([F:44])=[CH:40][CH:39]=2)[C:16]([N:18]2[CH2:23][CH2:22][N:21]([CH2:24][CH2:25][CH2:26][CH2:27][C:28]3[C:37]4[C:32](=[CH:33][CH:34]=[CH:35][CH:36]=4)[CH:31]=[CH:30][CH:29]=3)[CH2:20][CH2:19]2)=[O:17])([OH:14])[CH2:10][CH2:9]1)=O)(C)(C)C.Cl.O1CCOCC1>CO>[F:44][C:41]1[CH:42]=[CH:43][C:38]([CH:15]([C:11]2([OH:14])[CH2:10][CH2:9][N:8]([CH3:6])[CH2:13][CH2:12]2)[C:16]([N:18]2[CH2:23][CH2:22][N:21]([CH2:24][CH2:25][CH2:26][CH2:27][C:28]3[C:37]4[C:32](=[CH:33][CH:34]=[CH:35][CH:36]=4)[CH:31]=[CH:30][CH:29]=3)[CH2:20][CH2:19]2)=[O:17])=[CH:39][CH:40]=1 |f:1.2|. Procedure: 1.04 g of 1-t-Butoxycarbonyl-4-{1-(4-fluorophenyl)-2-[4-(naphthalen-1-yl-butyl)piperazin-1-yl]-2-oxoethyl}-4-hydroxypiperidine was dissolved in 10 ml of methanol, and 20 ml of 4M hydrogen chloride/1,4-dioxane solution was added, followed by stirring at room temperature for 2 hours. The reaction solution was concentrated under reduced pressure, ethyl acetate was added to the residue, and the mixture was washed with 1M aqueous sodium hydroxide solution and a saturated aqueous sodium solution. The ... Starting materials: COC(CCC(C(=O)OCC)C(=O)OCC)CCC (ethyl 5-methoxy-2-ethoxycarbonylcaprylate), [OH-].[K+] (KOH), S(O)(O)(=O)=O (sulfuric acid). The solvent is O (water), O (water). Conditions: time 30 minute. Product: COC(CCCC(=O)O)CCC (5-methoxycaprylic acid). Yield: 43.9%. As a reaction SMILES: [OH-].[K+].[CH3:3][O:4][CH:5]([CH2:19][CH2:20][CH3:21])[CH2:6][CH2:7][CH:8](C(OCC)=O)[C:9]([O:11]CC)=[O:10].S(=O)(=O)(O)O>O>[CH3:3][O:4][CH:5]([CH2:19][CH2:20][CH3:21])[CH2:6][CH2:7][CH2:8][C:9]([OH:11])=[O:10] |f:0.1|. Reported procedure: Then, 180 g of 85% KOH was dissolved in 180 ml of water, and 190 g of the above ethyl 5-methoxy-2-ethoxycarbonylcaprylate was dropped at 20°-30° C. in 60 min., followed by 30 min. of stirring and 2 hours of refluxing. After cooling, the mixture was held below 20° C., and a solution of 288 g of conc. sulfuric acid in 406 g of water was dropped in 90 min., followed by 30 min of stirring and 3 hours of refluxing at 90°-95° C. After being cooled to room temperature, the product was extracted with et... Starting materials: CCOC(C)=O, CN(C)C=O, CCN(C(C)C)C(C)C, COc1cc(F)c([N+](=O)[O-])c(F)c1, CC(C)(C)OC(=O)N1CCC(N)CC1, O. Yields the product COc1cc(F)c([N+](=O)[O-])c(NC2CCN(C(=O)OC(C)(C)C)CC2)c1. As a reaction SMILES: [CH3:29][CH2:30][O:31][C:32](=[O:33])[CH3:34].[CH3:35][N:36]([CH3:37])[CH:38]=[O:39].[CH:40]([N:41]([CH:42]([CH3:43])[CH3:44])[CH2:45][CH3:46])([CH3:47])[CH3:48].[N+:1](=[O:2])([O-:3])[c:4]1[c:5]([F:13])[cH:6][c:7]([O:11][CH3:12])[cH:8][c:9]1[F:10].[NH2:14][CH:15]1[CH2:16][CH2:17][N:18]([C:21](=[O:22])[O:23][C:24]([CH3:25])([CH3:26])[CH3:27])[CH2:19][CH2:20]1.[OH2:28]>>[N+:1](=[O:2])([O-:3])[c:4]1[c:5]([F:13])[cH:6][c:7]([O:11][CH3:12])[cH:8][c:9]1[NH:14][CH:15]1[CH2:16][CH2:17][N:18]([C:21](=[O:22])[O:23][C:24]([CH3:25])([CH3:26])[CH3:27])[CH2:19][CH2:20]1. Starting materials: ice water, [SiH4] (silane), C[SiH](C)C (trimethylsilane), CC(C)(C=C)O (2-methyl-3-buten-2-ol). The solvent is C1(=CC=CC=C1)C (toluene). Reaction conditions: time 8 hour. The product is CC(C)(CC[Si](C)(C)C)O (2-methyl-4-trimethylsilyl-2-butanol). As a reaction SMILES: [CH3:1][SiH:2]([CH3:4])[CH3:3].[CH3:5][C:6]([OH:10])([CH:8]=[CH2:9])[CH3:7].[SiH4]>C1(C)C=CC=CC=1>[CH3:5][C:6]([OH:10])([CH2:8][CH2:9][Si:2]([CH3:4])([CH3:3])[CH3:1])[CH3:7]. Reported procedure: A 250 mL 3-neck round-bottom flask was equipped with a magnetic stirrer, dry-ice condenser with a nitrogen bubbler, thermocouple thermometer, ice water cooling bath, and a gas inlet tube attached through a back flow trap to a cylinder of trimethylsilane. The flask was charged with 68.9 g (0.80 mol) of 2-methyl-3-buten-2-ol and 600 mg of platinum-divinyl tetramethyl disiloxane complex in toluene (about 2 mol % platinum) and cooled to below 10° C. The reaction temperature was maintained between 5 ... Reactants: C(#C)C1=CC=C(C=C1)C(C)=O (1-(4-Ethynyl-phenyl)-ethanone), IC1=C(C=CC=C1)O (2-iodophenol). The product is C(C)(=O)C1=CC=C(C=C1)C1=CC2=C(O1)C=CC=C2 (2-(4-Acetyl phenyl)benzo[b]furan). RXN SMILES: [C:1]([C:3]1[CH:8]=[CH:7][C:6]([C:9](=[O:11])[CH3:10])=[CH:5][CH:4]=1)#[CH:2].I[C:13]1[CH:18]=[CH:17][CH:16]=[CH:15][C:14]=1[OH:19]>>[C:9]([C:6]1[CH:7]=[CH:8][C:3]([C:1]2[O:19][C:14]3[CH:15]=[CH:16][CH:17]=[CH:18][C:13]=3[CH:2]=2)=[CH:4][CH:5]=1)(=[O:11])[CH3:10]. Procedure: The general procedure was used to convert 1-(4-Ethynyl-phenyl)-ethanone and 2-iodophenol to the title product. Purification by flash chromatography (10% ethyl acetate in hexanes as the eluent) gave the analytically pure product as a white solid (326 mg, 69% yield). 1H NMR (300 MHz, CDCl3) δ 8.02 (d, J=8.67, 2H), 7.92 (d, J=8.67, 2H), 7.60 (d, J=7.72, 1H), 7.52 (d, J=7.35, 1H), 7.35-7.22 (m, 2H), 7.14 (s, 1H), 2.62 (s, 3H). 13C NMR (75 MHz, CDCl3) δ 197.33, 155.18, 154.50, 136.48, 134.55, 128.91,... The reactants are OC1=CC(=CC2=C1C=1CNCCC1C(O2)(C)C)C(C(CCCCC)C)C (10-hydroxy-5,5-dimethyl-8-(1,2-dimethylheptyl)-1,2,3,4-tetrahydro-5H-[1]benzopyrano[4,3-c]pyridine), ClCC(=O)NC1=CC=CC=C1 (2-chloro-N-phenylacetamide). The product is OC1=CC(=CC2=C1C=1CN(CCC1C(O2)(C)C)CC(=O)NC2=CC=CC=C2)C(C(CCCCC)C)C (10-Hydroxy-5,5-dimethyl-8-(1,2-dimethylheptyl)-N-phenyl-1,2,3,4-tetrahydro-5H-[1]benzopyrano[4,3-c]pyridine-2-acetamide). RXN SMILES: [OH:1][C:2]1[C:7]2[C:8]3[CH2:9][NH:10][CH2:11][CH2:12][C:13]=3[C:14]([CH3:17])([CH3:16])[O:15][C:6]=2[CH:5]=[C:4]([CH:18]([CH3:26])[CH:19]([CH3:25])[CH2:20][CH2:21][CH2:22][CH2:23][CH3:24])[CH:3]=1.Cl[CH2:28][C:29]([NH:31][C:32]1[CH:37]=[CH:36][CH:35]=[CH:34][CH:33]=1)=[O:30]>>[OH:1][C:2]1[C:7]2[C:8]3[CH2:9][N:10]([CH2:28][C:29]([NH:31][C:32]4[CH:37]=[CH:36][CH:35]=[CH:34][CH:33]=4)=[O:30])[CH2:11][CH2:12][C:13]=3[C:14]([CH3:16])([CH3:17])[O:15][C:6]=2[CH:5]=[C:4]([CH:18]([CH3:26])[CH:19]([CH3:25])[CH2:20][CH2:21][CH2:22][CH2:23][CH3:24])[CH:3]=1. Procedure details: The above-titled compound was prepared by reacting 10-hydroxy-5,5-dimethyl-8-(1,2-dimethylheptyl)-1,2,3,4-tetrahydro-5H-[1]benzopyrano[4,3-c]pyridine with 2-chloro-N-phenylacetamide according to the method of Example 1; m.p. 125°-127°. Reactants: COC(CN)OC, CN=C=S, C1CCOC1. Yields the product CNC(=S)NCC(OC)OC. RXN SMILES: [CH3:1][O:2][CH:3]([CH2:4][NH2:5])[O:6][CH3:7].[N:8](=[C:9]=[S:10])[CH3:11].[O:12]1[CH2:13][CH2:14][CH2:15][CH2:16]1>>[CH3:1][O:2][CH:3]([CH2:4][NH:5][C:9]([NH:8][CH3:11])=[S:10])[O:6][CH3:7].